Dataset: the Open Reaction Database (ORD), a public repository of structured organic reaction records. Task: describe an organic reaction: reactants, conditions, products, and yield The reactants are CCO, [K+], COC(=O)c1c(OC)cc(OC)nc1N, [OH-], O. The product is COc1cc(OC)c(C(=O)O)c(N)n1. RXN SMILES: [CH3:19][CH2:20][OH:21].[K+:17].[NH2:1][c:2]1[n:3][c:4]([O:14][CH3:15])[cH:5][c:6]([O:12][CH3:13])[c:7]1[C:8](=[O:9])[O:10][CH3:11].[OH-:16].[OH2:18]>>[NH2:1][c:2]1[n:3][c:4]([O:14][CH3:15])[cH:5][c:6]([O:12][CH3:13])[c:7]1[C:8](=[O:9])[OH:10]. Reactants: Cl (hydrochloride), O (water), [OH-].[Na+] (sodium hydroxide), FC=1C=C2CC(NC2=CC1NC(=O)C(C)OC(C)=O)=O (acetic acid 1-(5-fluoro-2-oxo-2,3-dihydro-1H-indol-6-ylcarbamoyl)-ethyl ester). The solvent is CO (methanol). The product is FC=1C=C2CC(NC2=CC1NC(C(C)O)=O)=O (N-(5-fluoro-2-oxo-2,3-dihydro-1H-indol-6-yl)-2-hydroxy-propionamide). The yield is 65.6%. Reaction SMILES: [F:1][C:2]1[CH:3]=[C:4]2[C:8](=[CH:9][C:10]=1[NH:11][C:12]([CH:14]([O:16]C(=O)C)[CH3:15])=[O:13])[NH:7][C:6](=[O:20])[CH2:5]2.O.[OH-].[Na+].Cl>CO>[F:1][C:2]1[CH:3]=[C:4]2[C:8](=[CH:9][C:10]=1[NH:11][C:12](=[O:13])[CH:14]([OH:16])[CH3:15])[NH:7][C:6](=[O:20])[CH2:5]2 |f:2.3|. Reported procedure: Acetic acid 1-(5-fluoro-2-oxo-2,3-dihydro-1H-indol-6-ylcarbamoyl)-ethyl ester 8a (1.86 g, 6.4 mmol) was dissolved in 20 ml of methanol under stirring, and added with 10 ml of water and sodium hydroxide solution (10 ml, 0.7 mol/L) to the solution and stirred for 4 hours at room temperature. After thin lay chromatography showed the disappearance of starting materials, the reaction mixture was neutralized with hydrochloride acid (1 mol/L) and concentrated under reduced pressure. The residue was pur... Starting materials: C1CCN[C@@H](C1)C(=O)O.C(C1=CC=CC=C1)NC([C@@H](N)[C@@H](C)CC)=O (L-homoproline L-isoleucine benzylamide), C1CCN[C@@H](C1)C(=O)O (L-homoproline), C([O-])([O-])=O.[Na+].[Na+] (sodium carbonate), BrCC(=O)C1=CC=CC=C1 (2-bromoacetophenone). Solvent: CO (methanol). Product: N[C@@H]([C@@H](C)CC)C(=O)O (L-isoleucine). Yield: 152.5%. As a reaction SMILES: [CH2:1]1[CH2:6][C@@H:5]([C:7]([OH:9])=[O:8])[NH:4]C[CH2:2]1.[CH2:10](NC(=O)[C@H]([C@H](CC)C)N)C1C=CC=CC=1.C1C[C@@H](C(O)=O)NCC1.C(=O)([O-])[O-].[Na+].[Na+].BrCC(C1C=CC=CC=1)=O>CO>[NH2:4][C@H:5]([C:7]([OH:9])=[O:8])[C@H:6]([CH2:1][CH3:2])[CH3:10] |f:0.1,3.4.5|. Procedure: Using the procedure described in example 5, 55 mg (0.17 mmol) of L-homoproline-L-isoleucine benzylamide (prepared from L-homoproline (Bachem Bioscience, Philadelphia, Pa.) using the procedure described in examples 3, and 4), was treated with sodium carbonate (39 mg, 0.37 mmol), and 2-bromoacetophenone (59 mg, 0.29 mmol, 1.7 eq) in methanol (5 mL). A sample of the crude mixture was purified by preparative TLC to provide 34 mg (45%) of L-isoleucine, N-[1-(2-phenyl-2-oxoethyl)-L-homoproline] benzyl... The reactants are Oc1ccc(Br)cc1, CSCCO, CCOC(=O)N=NC(=O)OCC, C1CCOC1. Product: CSCCOc1ccc(Br)cc1. Reaction SMILES: [Br:13][c:14]1[cH:15][cH:16][c:17]([OH:20])[cH:18][cH:19]1.[CH3:21][S:22][CH2:23][CH2:24][OH:25].[O:1]=[C:2]([O:3][CH2:4][CH3:5])[N:6]=[N:7][C:8]([O:9][CH2:10][CH3:11])=[O:12].[O:26]1[CH2:27][CH2:28][CH2:29][CH2:30]1>>[Br:13][c:14]1[cH:15][cH:16][c:17]([O:20][CH2:24][CH2:23][S:22][CH3:21])[cH:18][cH:19]1. The reactants are OCC1=NC2=CC(=C(C(=C2C(N1C1=C(C=CC=C1)S(NC)(=O)=O)=O)C)C(=O)O)C (2-Hydroxymethyl-5,7-dimethyl-3-(2-methylsulfamoylphenyl)-4-oxo-3,4-dihydro-quinazoline-6-carboxylic acid), C(C)OC(=O)C=1C(=C2C(N(C(=NC2=CC1C)COCC1=CC=CC=C1)C1=C(C=CC=C1)S(NC)(=O)=O)=O)C (2-Benzyloxymethyl-5,7-dimethyl-3-(2-methylsulfamoyl-phenyl)-4-oxo-3,4-dihydro-quinazoline-6-carboxylic acid ethyl ester), C(C)OCC.ClCCl (diethyl ether dichloromethane). The product is C(CC)OC(=O)C=1C(=C2C(N(C(=NC2=CC1C)COC(NCCO)=O)C1=C(C=CC=C1)S(NC)(=O)=O)=O)C (2-(2-Hydroxy-ethylcarbamoyloxymethyl)-5,7-dimethyl-3-(2-methylsulfamoylphenyl)-4-oxo-3,4-dihydro-quinazoline-6-carboxylic acid propyl ester). Conditions: temperature 80 celsius, time 8 hour. Reaction SMILES: [OH:1][CH2:2][C:3]1[N:12]([C:13]2[CH:18]=[CH:17][CH:16]=[CH:15][C:14]=2[S:19](=[O:23])(=[O:22])[NH:20][CH3:21])[C:11](=[O:24])[C:10]2[C:5](=[CH:6][C:7]([CH3:29])=[C:8]([C:26]([OH:28])=[O:27])[C:9]=2[CH3:25])[N:4]=1.C(OC(C1C(C)=C2C(=CC=1C)N=[C:40]([CH2:46][O:47]CC1C=CC=CC=1)[N:39](C1C=CC=CC=1S(=O)(=O)NC)[C:38]2=[O:66])=O)C.C(O[CH2:71][CH3:72])C.Cl[CH2:74]Cl>Br>[CH2:74]([O:27][C:26]([C:8]1[C:9]([CH3:25])=[C:10]2[C:5](=[CH:6][C:7]=1[CH3:29])[N:4]=[C:3]([CH2:2][O:1][C:38](=[O:66])[NH:39][CH2:40][CH2:46][OH:47])[N:12]([C:13]1[CH:18]=[CH:17][CH:16]=[CH:15][C:14]=1[S:19](=[O:22])(=[O:23])[NH:20][CH3:21])[C:11]2=[O:24])=[O:28])[CH2:71][CH3:72] |f:2.3|. Procedure details: 2-Hydroxymethyl-5,7-dimethyl-3-(2-methylsulfamoylphenyl)-4-oxo-3,4-dihydro-quinazoline-6-carboxylic acid: 2-Benzyloxymethyl-5,7-dimethyl-3-(2-methylsulfamoyl-phenyl)-4-oxo-3,4-dihydro-quinazoline-6-carboxylic acid ethyl ester (3 g, 5.6 mmol) is dissolved in 47% hydrobromic acid. The reaction mixture is stirred at 80° C. overnight, then at 90° C. for 5 h, then at 95° C. for a further 5 h. The reaction mixture is evaporated in vacuo to give a brown solid, which is suspended in diethyl ether/dichlo... Run in Br (hydrobromic acid). RXN SMILES: [CH3:1][O:2][C:3](=[O:4])[c:5]1[s:6][c:7]([C:26]2=[CH:27][CH2:28][CH2:29][CH2:30][CH2:31]2)[cH:8][c:9]1[N:10]([CH:11]1[CH2:12][CH2:13][NH:14][CH2:15][CH2:16]1)[C:17](=[O:18])[CH:19]1[CH2:20][CH2:21][CH:22]([CH3:25])[CH2:23][CH2:24]1.[H-:38].[I:32][CH2:33][CH:34]([F:35])[F:36].[Na+:37].[O:39]=[CH:40][N:41]([CH3:42])[CH3:43]>>[CH3:1][O:2][C:3](=[O:4])[c:5]1[s:6][c:7]([C:26]2=[CH:27][CH2:28][CH2:29][CH2:30][CH2:31]2)[cH:8][c:9]1[N:10]([CH:11]1[CH2:12][CH2:13][N:14]([CH2:33][CH:34]([F:35])[F:36])[CH2:15][CH2:16]1)[C:17](=[O:18])[CH:19]1[CH2:20][CH2:21][CH:22]([CH3:25])[CH2:23][CH2:24]1. Starting materials: COC(=O)c1sc(C2=CCCCC2)cc1N(C(=O)C1CCC(C)CC1)C1CCNCC1, [H-], FC(F)CI, [Na+], CN(C)C=O. Yields the product COC(=O)c1sc(C2=CCCCC2)cc1N(C(=O)C1CCC(C)CC1)C1CCN(CC(F)F)CC1. The reactants are S(O)(O)(=O)=O (sulfuric acid), [Na] (sodium), O.NN (hydrazine hydrate), C(C)(=O)C1=CC=CC=C1 (acetophenone). Run at time 2.5 hour. The product is C1(=CC=CC=C1)C1=NNC(=C1)C1=CC=CC=C1 (3,5-diphenylpyrazole). Isolated yield 91.9%. As a reaction SMILES: S(=O)(=O)(O)O.O.[NH2:7][NH2:8].[C:9]([C:12]1[CH:17]=[CH:16][CH:15]=[CH:14][CH:13]=1)(=O)[CH3:10].[Na]>>[C:12]1([C:9]2[CH:10]=[C:9]([C:12]3[CH:17]=[CH:16][CH:15]=[CH:14][CH:13]=3)[NH:8][N:7]=2)[CH:17]=[CH:16][CH:15]=[CH:14][CH:13]=1 |f:1.2,^1:17|. Reported procedure: 490 parts (3 mol) of 60% strength by weight sulfuric acid were initially introduced into the stirring flask. 46.9 parts (0.75 mol) of 80% strength by weight hydrazine hydrate, 90 parts (0.75 mol) of acetophenone, 79.5 parts (0.75 mol) of benzladehyde and 1.5 parts (0.01 mol) of sodium iodidewere metered in in succession at room temperature. The reaction mixture wasbrought to 120° C. by distilling off water and kept at 120° C. for 2.5 hours. 110 parts of water were distilled off. The mixture was ... Yield: 35.9%. Procedure details: To a solution of the 2-cyclohexyl-1-(2-trityl-2H-tetrazol-5-yl)-cyclopropanecarbonitrile (1.10 g, 2.39 mmol) in 50 mL 2.0M NH3 in EtOH was added RaNi (1.4 g), and the mixture was hydrogenated in a Parr shaker at 48 psi for 60 h. The mixture was filtered and concentrated. Flash chromatography of the residue on silica gel (0.25:1.25:3.5 conc. NH4OH (aq):MeOH:CH2Cl2) furnished 0.19 g (36%) of C-[2-cyclohexyl-1-(1H-tetrazol-5-yl)-cyclopropyl]-methylamine as a colorless solid. 1H NMR (CD3OD) δ 3.97 (... As a reaction SMILES: [CH:1]1([CH:7]2[CH2:9][C:8]2([C:12]2[N:13]=[N:14][N:15](C(C3C=CC=CC=3)(C3C=CC=CC=3)C3C=CC=CC=3)[N:16]=2)[C:10]#[N:11])[CH2:6][CH2:5][CH2:4][CH2:3][CH2:2]1>N.CCO.[Ni]>[CH:1]1([CH:7]2[CH2:9][C:8]2([CH2:10][NH2:11])[C:12]2[NH:16][N:15]=[N:14][N:13]=2)[CH2:2][CH2:3][CH2:4][CH2:5][CH2:6]1. Run in N (NH3), CCO (EtOH). Starting materials: C1(CCCCC1)C1C(C1)(C#N)C=1N=NN(N1)C(C1=CC=CC=C1)(C1=CC=CC=C1)C1=CC=CC=C1 (2-cyclohexyl-1-(2-trityl-2H-tetrazol-5-yl)-cyclopropanecarbonitrile). Reagents/catalysts: [Ni] (RaNi). Product: C1(CCCCC1)C1C(C1)(C1=NN=NN1)CN (C-[2-cyclohexyl-1-(1H-tetrazol-5-yl)-cyclopropyl]-methylamine). Run at time 60 hour.